From a dataset of the Open Reaction Database (ORD), a public repository of structured organic reaction records. describe an organic reaction: reactants, conditions, products, and yield As a reaction SMILES: [CH2:1]=[CH:2][C:3]1[CH:8]=[CH:7][CH:6]=[CH:5][CH:4]=1.C=C.C=CC1C=CC=CC=1.C(C1C=CC=CC=1[C:23]([OH:25])=[O:24])=C>C(C1C=CC=CC=1S(O)(=O)=O)CCCCCCCCCCC>[CH:2]([C:3]1[CH:8]=[CH:7][C:6]([C:23]([OH:25])=[O:24])=[CH:5][CH:4]=1)=[CH2:1] |f:0.1|. Reactants: C=CC1=CC=CC=C1.C=C (ethylene styrene), C=CC1=CC=CC=C1 (Styrene), Polystyrene, C(=C)C1=C(C(=O)O)C=CC=C1 (vinylbenzoic acid). Conditions: time 5 minute. The product is C(=C)C1=CC=C(C(=O)O)C=C1 (4-vinylbenzoic Acid). Isolated yield 3062.6%. Procedure details: 40 g of an ethylene styrene interpolymer (35 wt percent Copolymer Styrene, 6.0 wt percent a tactic Polystyrene, ESI-2) was added to a Brabender mixer at 190° C. To the polymer melt, 1.2 g (8 mmol) of powdered vinylbenzoic acid was added. Finally, 107 μL of dodecylbenzenesulfonic acid was added and the molten mixture blended at 80 rpm for 5 minutes. After the allotted time, the Brabender was opened and the tan polymer melt was removed to yield 36.3 g of product. A 300 mg portion of the polymer wa... Solvent: C(CCCCCCCCCCC)C1=C(C=CC=C1)S(=O)(=O)O (dodecylbenzenesulfonic acid). Reactants: ClCCl, O=C1CCC(=O)N1Cl, ON=Cc1cccc(C(F)(F)F)c1, O. Product: ON=C(Cl)c1cccc(C(F)(F)F)c1. As a reaction SMILES: [CH2:22]([Cl:23])[Cl:24].[Cl:14][N:15]1[C:16](=[O:17])[CH2:18][CH2:19][C:20]1=[O:21].[F:1][C:2]([c:3]1[cH:4][c:5]([CH:6]=[N:7][OH:8])[cH:9][cH:10][cH:11]1)([F:12])[F:13].[OH2:25]>>[F:1][C:2]([c:3]1[cH:4][c:5]([C:6](=[N:7][OH:8])[Cl:14])[cH:9][cH:10][cH:11]1)([F:12])[F:13]. Reactants: CS(C)=O, Nc1ccc2ccc(=O)[nH]c2c1, O=C(O)c1ccc(-c2ccccc2)cc1. Yields the product O=C(Nc1ccc2ccc(=O)[nH]c2c1)c1ccc(-c2ccccc2)cc1. Reaction SMILES: [CH3:28][S:29]([CH3:30])=[O:31].[NH2:1][c:2]1[cH:3][cH:4][c:5]2[cH:6][cH:7][c:8](=[O:12])[nH:9][c:10]2[cH:11]1.[c:13]1(-[c:22]2[cH:23][cH:24][cH:25][cH:26][cH:27]2)[cH:14][cH:15][c:16]([C:19](=[O:20])[OH:21])[cH:17][cH:18]1>>[NH:1]([c:2]1[cH:3][cH:4][c:5]2[cH:6][cH:7][c:8](=[O:12])[nH:9][c:10]2[cH:11]1)[C:19]([c:16]1[cH:15][cH:14][c:13](-[c:22]2[cH:23][cH:24][cH:25][cH:26][cH:27]2)[cH:18][cH:17]1)=[O:20]. Reactants: Cl (hydrochloric acid), ClC=1C=CN2C(C(=CC(=C2C1C)C1CC1)C(=O)OCC)=O (ethyl 8-chloro-1-cyclopropyl-9-methyl-4-oxo-4H-quinolizine-3-carboxylate), C([O-])([O-])=O.[Na+].[Na+] (sodium carbonate), Cl.NCC1=CC=C(C=C1)B(O)O (4-aminomethylphenylboronic acid hydrochloride). The reagents and catalysts are C1=CC=C(C=C1)P(C2=CC=CC=C2)C3=CC=CC=C3.C1=CC=C(C=C1)P(C2=CC=CC=C2)C3=CC=CC=C3.Cl[Pd]Cl (bis(triphenylphosphine)palladium (II) chloride). Run in C1(=CC=CC=C1)C (toluene), C(C)O (ethanol). Conditions: temperature 50 celsius, time 1 hour. Yields the product NCC1=CC=C(C=C1)C=1C=CN2C(C(=CC(=C2C1C)C1CC1)C(=O)O)=O (8-(4-aminomethylphenyl)-1-cyclopropyl-9-methyl-4-oxo-4H-quinolizine-3-carboxylic acid). Isolated yield 60.4%. RXN SMILES: Cl[C:2]1[CH:3]=[CH:4][N:5]2[C:10]([C:11]=1[CH3:12])=[C:9]([CH:13]1[CH2:15][CH2:14]1)[CH:8]=[C:7]([C:16]([O:18]CC)=[O:17])[C:6]2=[O:21].C(=O)([O-])[O-].[Na+].[Na+].Cl.[NH2:29][CH2:30][C:31]1[CH:36]=[CH:35][C:34](B(O)O)=[CH:33][CH:32]=1.Cl>C1(C)C=CC=CC=1.C1C=CC(P(C2C=CC=CC=2)C2C=CC=CC=2)=CC=1.C1C=CC(P(C2C=CC=CC=2)C2C=CC=CC=2)=CC=1.Cl[Pd]Cl.C(O)C>[NH2:29][CH2:30][C:31]1[CH:36]=[CH:35][C:34]([C:2]2[CH:3]=[CH:4][N:5]3[C:10]([C:11]=2[CH3:12])=[C:9]([CH:13]2[CH2:14][CH2:15]2)[CH:8]=[C:7]([C:16]([OH:18])=[O:17])[C:6]3=[O:21])=[CH:33][CH:32]=1 |f:1.2.3,4.5,8.9.10|. Procedure: 350 mg of ethyl 8-chloro-1-cyclopropyl-9-methyl-4-oxo-4H-quinolizine-3-carboxylate was dissolved in 3.5 ml of toluene. 1.8 ml of ethanol, 1.8 ml of 2 M aqueous sodium carbonate solution, 235 mg of 4-aminomethylphenylboronic acid hydrochloride and 40 mg of bis(triphenylphosphine)palladium (II) chloride were added to the obtained solution, and they were heated under reflux in argon atmosphere for 6 hours. The reaction mixture was acidified with 1 N hydrochloric acid. After washing the aqueous laye... The product is CC1([C@@H]([C@H]1C=C=CCl)C(=O)O[C@@H](C1=CC(=CC=C1)OC1=CC=CC=C1)C#N)C ((S)α-cyano-3-phenoxybenzyl (1R,trans) 2,2-dimethyl-3-(3-chloro-1,2-propadienyl)cyclopropane-carboxylate). Run in C(Cl)(Cl)Cl (CHCl3). Reported procedure: Using the procedure of Example 1, 0.6 g of the acid of Step C of Example 27 and 0.73 g of (S)α-cyano-3-phenoxy-benzyl alcohol were reacted to obtain 1.0 g of (S)α-cyano-3-phenoxybenzyl (1R,trans) 2,2-dimethyl-3-(3-chloro-1,2-propadienyl)cyclopropane-carboxylate with a specific rotation of [α]D20 =+26°±2° (c=0.75% in CHCl3). Reactants: CC1([C@@H]([C@H]1C=C=CCl)C(=O)O)C ((1R,trans) 2,2-dimethyl-3-(3-chloro-1,2-propadienyl)-cyclopropane-carboxylic acid), C(#N)[C@H](C1=CC(=CC=C1)OC1=CC=CC=C1)O ((S)α-cyano-3-phenoxy-benzyl alcohol). Yield: 79.0%. As a reaction SMILES: [CH3:1][C:2]1([CH3:12])[C@H:4]([CH:5]=[C:6]=[CH:7][Cl:8])[C@H:3]1[C:9]([OH:11])=[O:10].[C:13]([C@@H:15](O)[C:16]1[CH:21]=[CH:20][CH:19]=[C:18]([O:22][C:23]2[CH:28]=[CH:27][CH:26]=[CH:25][CH:24]=2)[CH:17]=1)#[N:14]>C(Cl)(Cl)Cl>[CH3:1][C:2]1([CH3:12])[C@H:4]([CH:5]=[C:6]=[CH:7][Cl:8])[C@H:3]1[C:9]([O:11][C@H:15]([C:13]#[N:14])[C:16]1[CH:21]=[CH:20][CH:19]=[C:18]([O:22][C:23]2[CH:24]=[CH:25][CH:26]=[CH:27][CH:28]=2)[CH:17]=1)=[O:10]. Reactants: C=O, CCCCNCCCC, CC(=O)O, CCCCCCC=O, O. Product: C=C(C=O)CCCCC. RXN SMILES: [CH2:14]=[O:15].[CH2:1]([NH:2][CH2:3][CH2:4][CH2:5][CH3:6])[CH2:7][CH2:8][CH3:9].[CH3:10][C:11](=[O:12])[OH:13].[CH:16]([CH2:17][CH2:18][CH2:19][CH2:20][CH2:21][CH3:22])=[O:23].[OH2:24]>>[CH2:1]=[C:17]([CH:16]=[O:23])[CH2:18][CH2:19][CH2:20][CH2:21][CH3:22]. Starting materials: C1(=CC=CC=C1)/C(/CN1C=NC=C1)=N/OCCCCC(=O)OCC (ethyl (Z)-5-[1-phenyl-2-(imidazol-1-yl)-ethylidene]aminoxypentanoate). Solvent: C(C)O (ethanol), [Na] (sodium). Reaction conditions: time 2 hour. The product is C1(=CC=CC=C1)/C(/CN1C=NC=C1)=N/OCCCCC(=O)O ((Z)-5-[1-phenyl-2-(imidazol-1-yl)-ethylidene]aminoxypentanoic acid). Yield: 75.9%. As a reaction SMILES: [C:1]1(/[C:7](=[N:14]/[O:15][CH2:16][CH2:17][CH2:18][CH2:19][C:20]([O:22]CC)=[O:21])/[CH2:8][N:9]2[CH:13]=[CH:12][N:11]=[CH:10]2)[CH:6]=[CH:5][CH:4]=[CH:3][CH:2]=1>C(O)C.[Na]>[C:1]1(/[C:7](=[N:14]/[O:15][CH2:16][CH2:17][CH2:18][CH2:19][C:20]([OH:22])=[O:21])/[CH2:8][N:9]2[CH:13]=[CH:12][N:11]=[CH:10]2)[CH:6]=[CH:5][CH:4]=[CH:3][CH:2]=1 |^1:27|. Procedure details: To a stirred solution of 3.8 g (0.0115 moles) of ethyl (Z)-5-[1-phenyl-2-(imidazol-1-yl)-ethylidene]aminoxypentanoate in 20 ml of ethanol, 35 ml of aqueous sodium hydroxyde 1N are added at room temperature. Stirring is continued for 2 hours, and ethanol is removed under vacuum without heating. The aqueous solution is acidified with acetic acid till pH 6 with external cooling. The precipitated product is filtered, washed with ether and filtered again, yielding 2.63 g (75%) of (Z)-5-[1-phenyl-2-(i... Starting materials: CS(=O)(=O)Cl, CCN(C(C)C)C(C)C, [Cl-], ClCCl, OCCc1cccc(I)c1, [NH4+]. Yields the product CS(=O)(=O)OCCc1cccc(I)c1. Reaction SMILES: [CH3:1][S:2]([Cl:3])(=[O:4])=[O:5].[CH:16]([N:17]([CH:18]([CH3:19])[CH3:20])[CH2:21][CH3:22])([CH3:23])[CH3:24].[Cl-:28].[Cl:25][CH2:26][Cl:27].[I:6][c:7]1[cH:8][c:9]([CH2:13][CH2:14][OH:15])[cH:10][cH:11][cH:12]1.[NH4+:29]>>[CH3:1][S:2](=[O:4])(=[O:5])[O:15][CH2:14][CH2:13][c:9]1[cH:8][c:7]([I:6])[cH:12][cH:11][cH:10]1. Reactants: CI (methyliodide), OCC=1C=C2C=CC(=CC2=CC1)C(C(=O)OC)C (methyl 6-hydroxymethyl-2-naphthyl-α-methylacetate), OCC=1C=C2C=CC(=CC2=CC1)C(C(=O)O)C (6-hydroxymethyl-2-naphthyl-α-methylacetic acid), Cl (hydrochloric acid), [H-].[Na+] (sodium hydride). The solvent is C1=CC=CC=C1 (benzene). Run at time 2 hour. Yields the product COCC=1C=C2C=CC(=CC2=CC1)C(C(=O)OC)C (methyl 6-methoxymethyl-2-naphthyl-α-methylacetate). As a reaction SMILES: [OH:1][CH2:2][C:3]1[CH:4]=[C:5]2[C:10](=[CH:11][CH:12]=1)[CH:9]=[C:8]([CH:13]([CH3:18])[C:14]([O:16][CH3:17])=[O:15])[CH:7]=[CH:6]2.O[CH2:20]C1C=C2C(=CC=1)C=C(C(C)C(O)=O)C=C2.[H-].[Na+].CI.Cl>C1C=CC=CC=1>[CH3:20][O:1][CH2:2][C:3]1[CH:4]=[C:5]2[C:10](=[CH:11][CH:12]=1)[CH:9]=[C:8]([CH:13]([CH3:18])[C:14]([O:16][CH3:17])=[O:15])[CH:7]=[CH:6]2 |f:2.3|. Procedure details: To a mixture of 24.4 g. of methyl 6-hydroxymethyl-2-naphthyl-α-methylacetate (prepared from 6-hydroxymethyl-2-naphthyl-α-methylacetic acid by esterifying the latter by means of the procedure described in Part A of this example) and 500 ml. of benzene are added 2.4 g. of sodium hydride. The resulting mixture is stirred for 2 hours; then 12.2 g. of methyliodide are added. The resulting mixture is next neutralized by the addition of aqueous 1N hydrochloric acid after it has been allowed to stand fo...